Dataset: the Open Reaction Database (ORD), a public repository of structured organic reaction records. Task: describe an organic reaction: reactants, conditions, products, and yield Reactants: O (water), ClC(=O)OC (Methyl chloroformate), N1=CC=CC=C1 (pyridine), [BH4-].[Na+] (sodium borohydride). The solvent is CO (methanol). Run at time 2 hour. Product: COC(=O)N1CC=CC=C1 (1-(methoxycarbonyl)-1,2-dihydropyridine), 1A. Isolated yield 32.5%. As a reaction SMILES: Cl[C:2]([O:4][CH3:5])=[O:3].[N:6]1[CH:11]=[CH:10][CH:9]=[CH:8][CH:7]=1.[BH4-].[Na+].O>CO>[CH3:5][O:4][C:2]([N:6]1[CH:7]=[CH:8][CH:9]=[CH:10][CH2:11]1)=[O:3] |f:2.3|. Procedure: Methyl chloroformate (30.9 mL/400 mmol) was added via syringe to a mixture of pyridine (31.6 g/400 mmol) and sodium borohydride (16.0 g/420 mmol) in methanol (150 mL) at -78° C. Stirred for two hours then poured in to water then extracted with diethyl ether (3×300 mL). The extracts were dried over NaCl/Na2SO4 then evaporated. The residue was purified by preparative chromatography using silica gel eluting with ethyl acetate/hexanes to yield the 1-(methoxycarbonyl)-1,2-dihydropyridine, 1A (20.2 g/... Solvent: ClCCCl (1,2-dichloroethane). Product: BrCC1=CC(=C(C(=O)NS(=O)(=O)C)C=C1Cl)F (4-(bromomethyl)-5-chloro-2-fluoro-N-(methylsulfonyl)benzamide). Procedure: A mixture of 5-chloro-2-fluoro-4-methyl-N-(methylsulfonyl)benzamide (0.8 g, 3.0 mmol), N-bromosuccinimide (1.6 g, 9.0 mmol) and azodiisobutyronitrile (16 mg, 0.09 mmol) in 1,2-dichloroethane (20 mL) was stirred at 90° C. for 16 hrs. The reaction was quenched with Na2S2O3 (10 mL, 10%), extracted with 1,2-dichloroethane (20 mL×3), dried over anhydrous Na2SO4, concentrated and the residue was used in next step without further purification (1.1 g, crude). LCMS (ESI) m/z: 342.0 [M+H]+. The reactants are ClC=1C(=CC(=C(C(=O)NS(=O)(=O)C)C1)F)C (5-chloro-2-fluoro-4-methyl-N-(methylsulfonyl)benzamide), BrN1C(CCC1=O)=O (N-bromosuccinimide), N(=NC(C#N)(C)C)C(C#N)(C)C (azodiisobutyronitrile). Conditions: temperature 90 celsius, time 16 hour. As a reaction SMILES: [Cl:1][C:2]1[C:3]([CH3:16])=[CH:4][C:5]([F:15])=[C:6]([CH:14]=1)[C:7]([NH:9][S:10]([CH3:13])(=[O:12])=[O:11])=[O:8].[Br:17]N1C(=O)CCC1=O.N(C(C)(C)C#N)=NC(C)(C)C#N>ClCCCl>[Br:17][CH2:16][C:3]1[C:2]([Cl:1])=[CH:14][C:6]([C:7]([NH:9][S:10]([CH3:13])(=[O:12])=[O:11])=[O:8])=[C:5]([F:15])[CH:4]=1. Reactants: CCOC(=O)CC(O)C(=O)OCC, CCI. Product: CCOC(=O)CC(O)(CC)C(=O)OCC. Reaction SMILES: [C:1]([CH:2]([OH:3])[CH2:4][C:5](=[O:6])[O:7][CH2:8][CH3:9])(=[O:10])[O:11][CH2:12][CH3:13].[CH2:14]([CH3:15])[I:16]>>[C:1]([C:2]([OH:3])([CH2:4][C:5](=[O:6])[O:7][CH2:8][CH3:9])[CH2:14][CH3:15])(=[O:10])[O:11][CH2:12][CH3:13]. Yields the product CNC1C=CCC2CN(c3nc4c(cc3F)c(=O)c(C(=O)O)cn4C3CC3)CC21. As a reaction SMILES: [CH3:20][NH:21][CH:22]1[CH:23]2[CH2:24][NH:25][CH2:26][CH:27]2[CH2:28][CH:29]=[CH:30]1.[CH3:31][C:32]#[N:33].[Cl:1][c:2]1[c:3]([F:19])[cH:4][c:5]2[c:6](=[O:18])[c:7]([C:15](=[O:16])[OH:17])[cH:8][n:9]([CH:12]3[CH2:13][CH2:14]3)[c:10]2[n:11]1>>[c:2]1([N:25]2[CH2:24][CH:23]3[CH:22]([NH:21][CH3:20])[CH:30]=[CH:29][CH2:28][CH:27]3[CH2:26]2)[c:3]([F:19])[cH:4][c:5]2[c:6](=[O:18])[c:7]([C:15](=[O:16])[OH:17])[cH:8][n:9]([CH:12]3[CH2:13][CH2:14]3)[c:10]2[n:11]1. Reactants: CNC1C=CCC2CNCC21, CC#N, O=C(O)c1cn(C2CC2)c2nc(Cl)c(F)cc2c1=O.